Dataset: the Open Reaction Database (ORD), a public repository of structured organic reaction records. Task: describe an organic reaction: reactants, conditions, products, and yield Reactants: ClC=1C=CC=2N(N1)C(=C(N2)C2=CC=C(C=C2)F)C2=C1C(=NC=C2)N(C=C1)S(=O)(=O)C1=CC=C(C=C1)C (6-chloro-2-(4-fluorophenyl)-3-[1-(4-methylphenylsulphonyl)-1H-pyrrolo[2,3-b]pyridin-4-yl]imidazo[1,2-b]pyridazine), N1(CCCC1)C1CCNCC1 (4-pyrrolidin-1-ylpiperidine). Run at temperature 140 celsius. Product: FC1=CC=C(C=C1)C=1N=C2N(N=C(C=C2)N2CCC(CC2)N2CCCC2)C1C1=C2C(=NC=C1)N(C=C2)S(=O)(=O)C2=CC=C(C=C2)C (2-(4-fluorophenyl)-6-(4-pyrrolidin-1-ylpiperidin-1-yl)-3-[1-(4-methylphenylsulphonyl)-1H-pyrrolo[2,3-b]pyridin-4-yl]imidazo[1,2-b]pyridazine). Yield: 78.1%. Reaction SMILES: Cl[C:2]1[CH:3]=[CH:4][C:5]2[N:6]([C:8]([C:18]3[CH:23]=[CH:22][N:21]=[C:20]4[N:24]([S:27]([C:30]5[CH:35]=[CH:34][C:33]([CH3:36])=[CH:32][CH:31]=5)(=[O:29])=[O:28])[CH:25]=[CH:26][C:19]=34)=[C:9]([C:11]3[CH:16]=[CH:15][C:14]([F:17])=[CH:13][CH:12]=3)[N:10]=2)[N:7]=1.[N:37]1([CH:42]2[CH2:47][CH2:46][NH:45][CH2:44][CH2:43]2)[CH2:41][CH2:40][CH2:39][CH2:38]1>>[F:17][C:14]1[CH:15]=[CH:16][C:11]([C:9]2[N:10]=[C:5]3[CH:4]=[CH:3][C:2]([N:45]4[CH2:46][CH2:47][CH:42]([N:37]5[CH2:41][CH2:40][CH2:39][CH2:38]5)[CH2:43][CH2:44]4)=[N:7][N:6]3[C:8]=2[C:18]2[CH:23]=[CH:22][N:21]=[C:20]3[N:24]([S:27]([C:30]4[CH:35]=[CH:34][C:33]([CH3:36])=[CH:32][CH:31]=4)(=[O:29])=[O:28])[CH:25]=[CH:26][C:19]=23)=[CH:12][CH:13]=1. Procedure details: A mixture of 0.15 g (0.29 mmol) of 6-chloro-2-(4-fluorophenyl)-3-[1-(4-methylphenylsulphonyl)-1H-pyrrolo[2,3-b]pyridin-4-yl]imidazo[1,2-b]pyridazine, prepared according to the method described in step 3.2 of Example 3, and 0.179 g (1.16 mmol) of 4-pyrrolidin-1-ylpiperidine is heated under reflux for 40 hours at 140° C. The reaction medium is cooled. The crystalline solid which forms on cooling is triturated in 1 ml of diisopropyl ether and is isolated by centrifugation and removal of the superna...